This data is from the Open Reaction Database (ORD), a public repository of structured organic reaction records. The task is: describe an organic reaction: reactants, conditions, products, and yield The reactants are NC(=O)OCC(N)c1cccc(C(F)(F)F)c1, ClCCCl, CCN(C(C)C)C(C)C, O=C(O)Cn1nc(-c2ccc(Cl)cc2)n(C=CC(F)(F)F)c1=O, Cl, Cl, CN(C)C=O, On1nnc2ccccc21. The product is NC(=O)OCC(NC(=O)Cn1nc(-c2ccc(Cl)cc2)n(C=CC(F)(F)F)c1=O)c1cccc(C(F)(F)F)c1. RXN SMILES: [C:25]([NH2:26])([O:27][CH2:28][CH:29]([c:30]1[cH:31][c:32]([C:36]([F:37])([F:38])[F:39])[cH:33][cH:34][cH:35]1)[NH2:40])=[O:41].[CH2:42]([Cl:43])[CH2:44][Cl:45].[CH:56]([N:57]([CH2:58][CH3:59])[CH:60]([CH3:61])[CH3:62])([CH3:63])[CH3:64].[Cl:1][c:2]1[cH:3][cH:4][c:5](-[c:8]2[n:9][n:10]([CH2:20][C:21](=[O:22])[OH:23])[c:11](=[O:19])[n:12]2[CH:13]=[CH:14][C:15]([F:16])([F:17])[F:18])[cH:6][cH:7]1.[ClH:24].[ClH:65].[O:66]=[CH:67][N:68]([CH3:69])[CH3:70].[OH:46][n:47]1[c:48]2[c:49]([cH:50][cH:51][cH:52][cH:53]2)[n:54][n:55]1>>[Cl:1][c:2]1[cH:3][cH:4][c:5](-[c:8]2[n:9][n:10]([CH2:20][C:21](=[O:22])[NH:40][CH:29]([CH2:28][O:27][C:25]([NH2:26])=[O:41])[c:30]3[cH:31][c:32]([C:36]([F:37])([F:38])[F:39])[cH:33][cH:34][cH:35]3)[c:11](=[O:19])[n:12]2[CH:13]=[CH:14][C:15]([F:16])([F:17])[F:18])[cH:6][cH:7]1.